From a dataset of the Open Reaction Database (ORD), a public repository of structured organic reaction records. describe an organic reaction: reactants, conditions, products, and yield RXN SMILES: [Cl:1][c:2]1[n:3]([CH2:10][C:11]2([OH:33])[CH2:12][CH2:13][N:14]([C:17]([CH2:18][N:19]3[CH2:20][CH2:21][N:22]([C:25](=[O:26])[O:27][C:28]([CH3:29])([CH3:30])[CH3:31])[CH2:23][CH2:24]3)=[O:32])[CH2:15][CH2:16]2)[cH:4][c:5]([N+:7](=[O:8])[O-:9])[n:6]1.[H-:34].[Na+:35].[O:36]1[CH2:37][CH2:38][O:39][CH2:40][CH2:41]1>>[c:2]12[n:3]([cH:4][c:5]([N+:7](=[O:8])[O-:9])[n:6]1)[CH2:10][C:11]1([CH2:12][CH2:13][N:14]([C:17]([CH2:18][N:19]3[CH2:20][CH2:21][N:22]([C:25](=[O:26])[O:27][C:28]([CH3:29])([CH3:30])[CH3:31])[CH2:23][CH2:24]3)=[O:32])[CH2:15][CH2:16]1)[O:33]2. Product: CC(C)(C)OC(=O)N1CCN(CC(=O)N2CCC3(CC2)Cn2cc([N+](=O)[O-])nc2O3)CC1. Reactants: CC(C)(C)OC(=O)N1CCN(CC(=O)N2CCC(O)(Cn3cc([N+](=O)[O-])nc3Cl)CC2)CC1, [H-], [Na+], C1COCCO1. Starting materials: CCCC(=O)Nc1nn(COCC[Si](C)(C)C)c2cc(-c3ccc(OC)cc3)ccc12, CCCC[N+](CCCC)(CCCC)CCCC, CCOC(C)=O, [F-], C1CCOC1. The product is CCCC(=O)Nc1n[nH]c2cc(-c3ccc(OC)cc3)ccc12. Reaction SMILES: [CH3:19][O:20][c:21]1[cH:22][cH:23][c:24](-[c:27]2[cH:28][cH:29][c:30]3[c:31]([NH:44][C:45]([CH2:46][CH2:47][CH3:48])=[O:49])[n:32][n:33]([CH2:36][O:37][CH2:38][CH2:39][Si:40]([CH3:41])([CH3:42])[CH3:43])[c:34]3[cH:35]2)[cH:25][cH:26]1.[CH3:2][CH2:3][CH2:4][CH2:5][N+:6]([CH2:7][CH2:8][CH2:9][CH3:10])([CH2:11][CH2:12][CH2:13][CH3:14])[CH2:15][CH2:16][CH2:17][CH3:18].[CH3:50][CH2:51][O:52][C:53](=[O:54])[CH3:55].[F-:1].[O:56]1[CH2:57][CH2:58][CH2:59][CH2:60]1>>[CH3:19][O:20][c:21]1[cH:22][cH:23][c:24](-[c:27]2[cH:28][cH:29][c:30]3[c:31]([NH:44][C:45]([CH2:46][CH2:47][CH3:48])=[O:49])[n:32][nH:33][c:34]3[cH:35]2)[cH:25][cH:26]1. Reactants: CON(C(C1=C(C(=CC=C1)C)[N+](=O)[O-])=O)C (N-Methoxy-N,3-dimethyl-2-nitrobenzamide), C1CC(=O)N(C1=O)Br (NBS), C(C1=CC=CC=C1)(=O)OOC(C1=CC=CC=C1)=O (benzoyl peroxide). Solvent: C(Cl)(Cl)(Cl)Cl (CCl4). Reaction conditions: temperature 80 celsius. Yields the product BrCC=1C(=C(C(=O)N(C)OC)C=CC1)[N+](=O)[O-] (3-(Bromomethyl)-N-methoxy-N-methyl-2-nitrobenzamide). Reaction SMILES: [CH3:1][O:2][N:3]([CH3:16])[C:4](=[O:15])[C:5]1[CH:10]=[CH:9][CH:8]=[C:7]([CH3:11])[C:6]=1[N+:12]([O-:14])=[O:13].C1C(=O)N([Br:24])C(=O)C1.C(OOC(=O)C1C=CC=CC=1)(=O)C1C=CC=CC=1>C(Cl)(Cl)(Cl)Cl>[Br:24][CH2:11][C:7]1[C:6]([N+:12]([O-:14])=[O:13])=[C:5]([CH:10]=[CH:9][CH:8]=1)[C:4]([N:3]([O:2][CH3:1])[CH3:16])=[O:15]. Procedure details: A mixture of Intermediate 37A (5.5 g, 24.53 mmol), NBS (5.24 g, 29.4 mmol) and benzoyl peroxide (0.594 g, 2.453 mmol) in CCl4 (80 mL) was purged with nitrogen and then heated to 80° C. for 4.5 h. The reaction mixture was cooled to room temperature and then quenched with water. The mixture was extracted with DCM and the combined extracts were washed with saturated NaHCO3 and brine and then dried (Na2SO4), filtered and concentrated to dryness. The crude material was purified by flash chromatograph... Reactants: [OH-].[Li+] (Lithium hydroxide), ClC=1C=NC=C(C1NC1=CC(OC2=C(C(=CC=C12)OC)OCCCC(=O)OCC)=O)Cl (Ethyl 4-(4-(3,5-dichloropyridin-4-ylamino)-7-methoxy-2-oxo-2H-chromen-8-yloxy)butanoate), CO (MeOH). The solvent is C1CCOC1 (THF). Reaction conditions: time 4 hour. Product: ClC=1C=NC=C(C1NC1=CC(OC2=C(C(=CC=C12)OC)OCCCC(=O)O)=O)Cl (4-(4-(3,5-dichloropyridin-4-ylamino)-7-methoxy-2-oxo-2H-chromen-8-yloxy)butanoic acid). Reaction SMILES: [OH-].[Li+].[Cl:3][C:4]1[CH:5]=[N:6][CH:7]=[C:8]([Cl:33])[C:9]=1[NH:10][C:11]1[C:20]2[C:15](=[C:16]([O:23][CH2:24][CH2:25][CH2:26][C:27]([O:29]CC)=[O:28])[C:17]([O:21][CH3:22])=[CH:18][CH:19]=2)[O:14][C:13](=[O:32])[CH:12]=1.CO>C1COCC1>[Cl:3][C:4]1[CH:5]=[N:6][CH:7]=[C:8]([Cl:33])[C:9]=1[NH:10][C:11]1[C:20]2[C:15](=[C:16]([O:23][CH2:24][CH2:25][CH2:26][C:27]([OH:29])=[O:28])[C:17]([O:21][CH3:22])=[CH:18][CH:19]=2)[O:14][C:13](=[O:32])[CH:12]=1 |f:0.1|. Reported procedure: Lithium hydroxide (0.5 mL, IM, 0.5 mmol) was added to a solution of ethyl 4-(4-(3,5-dichloropyridin-4-ylamino)-7-methoxy-2-oxo-2H-chromen-8-yloxy)butanoate (12 mg, 0.026 mmol, Example 36), MeOH (0.5 mL), and THF (1.5 mL). The mixture was stirred 4 h, quenched with 1N HCl (20 mL), and extracted with EtOAc (30 mL×2). The organic extract was dried, filtered, and concentrated to give 4-(4-(3,5-dichloropyridin-4-ylamino)-7-methoxy-2-oxo-2H-chromen-8-yloxy)butanoic acid: 1H NMR (400 MHz, DMSO-d6): δ 9... Reactants: C(C)(C)(C)OC(=O)N1CCN(CC1)C1=CC(=C(C=C1)[N+](=O)[O-])NC(COC1=CC=CC=C1)=O (4-[4-nitro-3-(2-phenoxy-acetylamino)-phenyl]-piperazine-1-carboxylic acid tert-butyl ester), C([O-])([O-])=O.[Cs+].[Cs+] (cesiumcarbonate), FC(OC1=CC=C(CBr)C=C1)(F)F (4-(trifluoromethoxy)benzyl bromide). The solvent is CN(C)C=O (DMF). Conditions: temperature 110 celsius, time 2 hour. Yields the product C(C)(C)(C)OC(=O)N1CCN(CC1)C1=CC(=C(C=C1)[N+](=O)[O-])N(CC1=CC=C(C=C1)OC(F)(F)F)C(COC1=CC=CC=C1)=O (4-{4-Nitro-3-[(2-phenoxy-acetyl)-(4-trifluoromethoxy-benzyl)-amino]-phenyl}-piperazine-1-carboxylic acid tert-butyl ester). RXN SMILES: [C:1]([O:5][C:6]([N:8]1[CH2:13][CH2:12][N:11]([C:14]2[CH:19]=[CH:18][C:17]([N+:20]([O-:22])=[O:21])=[C:16]([NH:23][C:24](=[O:33])[CH2:25][O:26][C:27]3[CH:32]=[CH:31][CH:30]=[CH:29][CH:28]=3)[CH:15]=2)[CH2:10][CH2:9]1)=[O:7])([CH3:4])([CH3:3])[CH3:2].C(=O)([O-])[O-].[Cs+].[Cs+].[F:40][C:41]([F:52])([F:51])[O:42][C:43]1[CH:50]=[CH:49][C:46]([CH2:47]Br)=[CH:45][CH:44]=1>CN(C=O)C>[C:1]([O:5][C:6]([N:8]1[CH2:9][CH2:10][N:11]([C:14]2[CH:19]=[CH:18][C:17]([N+:20]([O-:22])=[O:21])=[C:16]([N:23]([C:24](=[O:33])[CH2:25][O:26][C:27]3[CH:32]=[CH:31][CH:30]=[CH:29][CH:28]=3)[CH2:47][C:46]3[CH:49]=[CH:50][C:43]([O:42][C:41]([F:40])([F:51])[F:52])=[CH:44][CH:45]=3)[CH:15]=2)[CH2:12][CH2:13]1)=[O:7])([CH3:4])([CH3:2])[CH3:3] |f:1.2.3|. Procedure: A mixture of 1 g (2.19 mmol) 4-[4-nitro-3-(2-phenoxy-acetylamino)-phenyl]-piperazine-1-carboxylic acid tert-butyl ester, 1.07 g (3.29 mmol) cesiumcarbonate and 0.79 g (3.29 mmol) 4-(trifluoromethoxy)benzyl bromide (commercially available) in 6.6 ml DMF was stirred at 110° C. for 2 h. After cooling to room temperature the precipitate was filtered of. The residue was used without further purification. The title compound was isolated as brown solid (0.39 g; 37%). MS(ISP): 631.5 (M+H)+ Procedure: A solution of sulphuryl chloride (20.6 ml) in dichloromethane (30 ml) was added dropwise over a period of 45 minutes to the solution of 2'-acetyl-5'-fluoro-N-methylformanilide whilst maintaining the temperature below 2° with ice/water cooling under a nitrogen atmosphere. The mixture was stirred for 3 hours maintaining the temperature below 2°. Water (80 ml) was added dropwise over 15 minutes maintaining the temperature below 10°. The dichloromethane layer was separated and dried over magnesium s... Starting materials: S(=O)(=O)(Cl)Cl (sulphuryl chloride), C(C)(=O)C1=C(N(C=O)C)C=C(C=C1)F (2'-acetyl-5'-fluoro-N-methylformanilide), O (Water), ice water. Reaction conditions: time 3 hour. Product: ClCC(=O)C1=C(N(C=O)C)C=C(C=C1)F (2'-(2-chloroacetyl)-5'-fluoro-N-methylformanilide). Reaction SMILES: S(Cl)([Cl:4])(=O)=O.[C:6]([C:9]1[CH:18]=[CH:17][C:16]([F:19])=[CH:15][C:10]=1[N:11]([CH3:14])[CH:12]=[O:13])(=[O:8])[CH3:7].O>ClCCl>[Cl:4][CH2:7][C:6]([C:9]1[CH:18]=[CH:17][C:16]([F:19])=[CH:15][C:10]=1[N:11]([CH3:14])[CH:12]=[O:13])=[O:8]. Run in ClCCl (dichloromethane). Starting materials: C1(=CC=CS1)C(=O)C=CC(=O)O (3-(2-thenoyl)acrylic acid), N1[C@H](C(=O)O)CCC1 (L-proline), N,N'-carbonyldiimidazole. Reported procedure: As for Example 1, 3-(2-thenoyl)acrylic acid (0.01 mole) is coupled to L-proline (0.01 mole) with N,N'-carbonyldiimidazole (0.011 mole) in tetrahydrofuran to give 1-[3-(2-thenoyl)acryloyl]-L-proline. The solvent is O1CCCC1 (tetrahydrofuran). As a reaction SMILES: [C:1]1([C:6]([CH:8]=[CH:9][C:10]([OH:12])=O)=[O:7])[S:5][CH:4]=[CH:3][CH:2]=1.[NH:13]1[CH2:20][CH2:19][CH2:18][C@H:14]1[C:15]([OH:17])=[O:16]>O1CCCC1>[C:1]1([C:6]([CH:8]=[CH:9][C:10]([N:13]2[CH2:20][CH2:19][CH2:18][C@H:14]2[C:15]([OH:17])=[O:16])=[O:12])=[O:7])[S:5][CH:4]=[CH:3][CH:2]=1. Product: C1(=CC=CS1)C(=O)C=CC(=O)N1[C@H](C(=O)O)CCC1 (1-[3-(2-thenoyl)acryloyl]-L-proline). The reactants are C(C)(C)(C)OC(C(C(=O)OC(C)(C)C)C1=C(C=C(C=C1)Br)N)=O (2-(2-Amino-4-bromo-phenyl)-malonic acid di-tert-butyl ester), C1=CC=C2C(=C1)C=CC=C2C=O (1-napthylaldehyde), C(C)(=O)O[BH-](OC(C)=O)OC(C)=O.[Na+] (sodium triacetoxyborohydride). The solvent is C(=O)(C(F)(F)F)O (TFA), C(C)[SiH](CC)CC (triethylsilane), C(C)(=O)O (acetic acid). Conditions: time 45 minute. Product: BrC1=CC=C2CC(N(C2=C1)CC1=CC=CC2=CC=CC=C12)=O (6-Bromo-1-naphthalen-1-ylmethyl-1,3-dihydro-indol-2-one). Isolated yield 91.3%. Reaction SMILES: C(OC(=O)[CH:7]([C:15]1[CH:20]=[CH:19][C:18]([Br:21])=[CH:17][C:16]=1[NH2:22])[C:8]([O:10]C(C)(C)C)=O)(C)(C)C.[CH:24]1[CH:29]=[C:28]2[CH:30]=[CH:31][CH:32]=[C:33]([CH:34]=O)[C:27]2=[CH:26][CH:25]=1.C(O[BH-](OC(=O)C)OC(=O)C)(=O)C.[Na+]>C(O)(=O)C.C(O)(C(F)(F)F)=O.C([SiH](CC)CC)C>[Br:21][C:18]1[CH:17]=[C:16]2[C:15]([CH2:7][C:8](=[O:10])[N:22]2[CH2:34][C:33]2[C:27]3[C:28](=[CH:29][CH:24]=[CH:25][CH:26]=3)[CH:30]=[CH:31][CH:32]=2)=[CH:20][CH:19]=1 |f:2.3|. Reported procedure: 2-(2-Amino-4-bromo-phenyl)-malonic acid di-tert-butyl ester (7.73 g, 20.0 mmol) and 1-napthylaldehyde (3.0 ml, 22.0 mmol) were dissolved in 80 ml of acetic acid (AcOH) under an atmosphere of dry N2. To this solution was added 95% sodium triacetoxyborohydride (NaHB(OAc)3) (5.8 g, 26 mmol) and the solution was stirred for 45 minutes. The reaction mixture was concentrated under vacuum and then stirred in 100 ml of a 1:1 solution of DCM/water. To this mixture was slowly added NaHCO3 until the pH˜8. ... The reactants are aqueous solution, C(C=O)(=O)O (glyoxylic acid), ClCC(=O)N (chloracetamide). Conditions: temperature 50 celsius. The product is ClCC(=O)NC(C(=O)O)O (Chloracetamidoglycolic acid). Isolated yield 56.7%. As a reaction SMILES: [C:1]([OH:5])(=[O:4])[CH:2]=[O:3].[Cl:6][CH2:7][C:8]([NH2:10])=[O:9]>>[Cl:6][CH2:7][C:8]([NH:10][CH:2]([OH:3])[C:1]([OH:5])=[O:4])=[O:9]. Procedure details: 740 g of an aqueous solution with 50% of glyoxylic acid (5 moles) are mixed with 514 g of chloracetamide (5.5 moles). The mixture is heated to 50° C, then the greater part of the water is removed under vacuum, 1200 g of acetic acid are added and it is cooled on ice. After filtration and drying, 475 g of product are obtained. The product concentrated under vacuum gives 112 g of a second crop, namely a total yield of 69%.